Dataset: the Open Reaction Database (ORD), a public repository of structured organic reaction records. Task: describe an organic reaction: reactants, conditions, products, and yield Reactants: BrC1=C(N)C=CC(=C1)CS(=O)(=O)C (2-bromo-4-(methylsulfonylmethyl)aniline), C1(=CC=CC=C1)B(O)O (benzene boronic acid). The product is C1(=CC=CC=C1)C1=C(N)C=CC(=C1)CS(=O)(=O)C (2-phenyl-4-(methylsulfonylmethyl)aniline). RXN SMILES: Br[C:2]1[CH:8]=[C:7]([CH2:9][S:10]([CH3:13])(=[O:12])=[O:11])[CH:6]=[CH:5][C:3]=1[NH2:4].[C:14]1(B(O)O)[CH:19]=[CH:18][CH:17]=[CH:16][CH:15]=1>>[C:14]1([C:2]2[CH:8]=[C:7]([CH2:9][S:10]([CH3:13])(=[O:12])=[O:11])[CH:6]=[CH:5][C:3]=2[NH2:4])[CH:19]=[CH:18][CH:17]=[CH:16][CH:15]=1. Procedure details: 2-bromo-4-(methylsulfonylmethyl)aniline and benzene boronic acid can be combined to form 2-phenyl-4-(methylsulfonylmethyl)aniline, The reactants are O=C([O-])[O-], Cc1ccccc1, Cc1ccc(Cl)cc1, [Cs+], [Cs+], O=C(C=Cc1ccccc1)C=Cc1ccccc1, O=C(C=Cc1ccccc1)C=Cc1ccccc1, O=C(C=Cc1ccccc1)C=Cc1ccccc1, [Pd], [Pd], c1ccc2[nH]ccc2c1. Yields the product Cc1ccc(-n2ccc3ccccc32)cc1. As a reaction SMILES: [C:1](=[O:2])([O-:3])[O-:4].[CH3:80][c:81]1[cH:82][cH:83][cH:84][cH:85][cH:86]1.[Cl:16][c:17]1[cH:18][cH:19][c:20]([CH3:23])[cH:21][cH:22]1.[Cs+:5].[Cs+:6].[O:26]=[C:27]([CH:28]=[CH:29][c:30]1[cH:31][cH:32][cH:33][cH:34][cH:35]1)[CH:36]=[CH:37][c:38]1[cH:39][cH:40][cH:41][cH:42][cH:43]1.[O:44]=[C:45]([CH:46]=[CH:47][c:48]1[cH:49][cH:50][cH:51][cH:52][cH:53]1)[CH:54]=[CH:55][c:56]1[cH:57][cH:58][cH:59][cH:60][cH:61]1.[O:62]=[C:63]([CH:64]=[CH:65][c:66]1[cH:67][cH:68][cH:69][cH:70][cH:71]1)[CH:72]=[CH:73][c:74]1[cH:75][cH:76][cH:77][cH:78][cH:79]1.[Pd:24].[Pd:25].[nH:7]1[cH:8][cH:9][c:10]2[cH:11][cH:12][cH:13][cH:14][c:15]12>>[n:7]1(-[c:17]2[cH:18][cH:19][c:20]([CH3:23])[cH:21][cH:22]2)[cH:8][cH:9][c:10]2[cH:11][cH:12][cH:13][cH:14][c:15]12. The reactants are CN1N=C(C=2C(C1=O)=CNC2)CC(C)C (2,6-dihydro-2-methyl-4-(2-methylpropyl)-1H-pyrrolo[3,4-d]pyridazin-1-one), [H-].[Na+] (sodium hydride), [I-].[K+] (potassium iodide), Cl (hydrochloric acid), C(C1=CC=CC=C1)Br (benzyl bromide). The solvent is CN(C=O)C (dimethyl formamide), CN(C=O)C (dimethyl formamide). The product is CN1N=C(C=2C(C1=O)=CN(C2)CC2=CC=CC=C2)CC(C)C (2,6-Dihydro-2-methyl-4-(2-methylpropyl)-6-phenylmethyl-1H-pyrrolo[3,4-d]pyridazin-1-one). Reaction SMILES: [CH3:1][N:2]1[C:7](=[O:8])[C:6]2=[CH:9][NH:10][CH:11]=[C:5]2[C:4]([CH2:12][CH:13]([CH3:15])[CH3:14])=[N:3]1.[H-].[Na+].[CH2:18](Br)[C:19]1[CH:24]=[CH:23][CH:22]=[CH:21][CH:20]=1.[I-].[K+].Cl>CN(C)C=O>[CH3:1][N:2]1[C:7](=[O:8])[C:6]2=[CH:9][N:10]([CH2:18][C:19]3[CH:24]=[CH:23][CH:22]=[CH:21][CH:20]=3)[CH:11]=[C:5]2[C:4]([CH2:12][CH:13]([CH3:15])[CH3:14])=[N:3]1 |f:1.2,4.5|. Reported procedure: A solution of 2,6-dihydro-2-methyl-4-(2-methylpropyl)-1H-pyrrolo[3,4-d]pyridazin-1-one (0.65 g) in dry dimethyl formamide (3 ml) was added dropwise to sodium hydride (0.15 g of a 60% dispersion in oil) in dimethyl formamide (10 ml) with stirring. After 20 minutes benzyl bromide (0.45 ml) and a crystal of potassium iodide were added. The mixture was stirred for 11 days and then poured into dilute hydrochloric acid, which was extracted with ethyl acetate. The organic phase was washed with water, d... Starting materials: C(C)(C)(C)C=1C=C(C=C(C1OCC)O)C(C)=O (1-(3-tert-Butyl-4-ethoxy-5-hydroxyphenyl)ethanone), C(C)I (ethyl iodide), [H-].[Na+] (sodium hydride). Run in CC(OCC)=O (EA), CN(C)C=O (DMF), CN(C)C=O (DMF). Conditions: time 0.5 hour. Yields the product C(C)(C)(C)C=1C=C(C=C(C1OCC)OCC)C(C)=O (1-(3-tert-Butyl-4,5-diethoxyphenyl)ethanone). As a reaction SMILES: [C:1]([C:5]1[CH:6]=[C:7]([C:15](=[O:17])[CH3:16])[CH:8]=[C:9]([OH:14])[C:10]=1[O:11][CH2:12][CH3:13])([CH3:4])([CH3:3])[CH3:2].[CH2:18](I)[CH3:19].[H-].[Na+]>CN(C=O)C.CC(=O)OCC>[C:1]([C:5]1[CH:6]=[C:7]([C:15](=[O:17])[CH3:16])[CH:8]=[C:9]([O:14][CH2:18][CH3:19])[C:10]=1[O:11][CH2:12][CH3:13])([CH3:2])([CH3:3])[CH3:4] |f:2.3|. Procedure: 1-(3-tert-Butyl-4-ethoxy-5-hydroxyphenyl)ethanone (O3.010; 470 mg) and ethyl iodide (193 μl) were dissolved in DMF (6.2 ml), and sodium hydride (57 mg) was added. After stirring at RT for 0.5 h, the DMF was drawn off and the residue was taken up in EA, washed with water, dried and concentrated. The residue was purified using silica gel (40 g cartridge, n-heptane/EA gradient 0-30% within 60 min). 420 mg of the title compound were obtained. LC MS rt: 1.93 min [M+H]+: 265.2 (met. a) Starting materials: C(C)(=O)OCC (ethyl acetate), CCCCCC (hexane), [I-] (iodide), C(C)O (ethanol). Product: CC1(OC[C@H](O1)CI)C ((S)-(-)-2,2-DIMETHYL-4-IODOMETHYL-1,3-DIOXOLANE). RXN SMILES: C([O:4][CH2:5][CH3:6])(=O)C.CCC[CH2:10][CH2:11][CH3:12].[I-:13].[CH2:14]([OH:16])C>>[CH3:12][C:11]1([CH3:10])[O:4][C@H:5]([CH2:6][I:13])[CH2:14][O:16]1. Procedure: To a solution of 9.6 g (33.4 mmol.) of (S)-(+)-2,2-dimethyl-1,3-dioxolan-4-methyl p-toluenesulfonate in 20 mL of dimethylformamide was added in portions at 45° C., 5.0 g 33.4 mmol.) of sodium iodide. The reaction mixture was stirred at 78° C. for 20 hours. After being cooled to 25° C., the mixture was filtered. To the filtrate was added 200 mL of water and 250 mL of ether. The ether layer was separated, washed successively with 1N hydrochloric acid, water, aqueous sodium bicarbonate and brine. A...